Dataset: the Open Reaction Database (ORD), a public repository of structured organic reaction records. Task: describe an organic reaction: reactants, conditions, products, and yield The reactants are C(C=C)ON1C2C(=C[C@H](N(C1=O)C2)CO[Si](C)(C)C(C)(C)C)COC ((S)-6-(allyloxy)-2-((tert-butyldimethylsilyloxy)methyl)-4-(methoxymethyl)-1,6-diazabicyclo[3.2.1]oct-3-en-7-one), CCCC[N+](CCCC)(CCCC)CCCC.[F-] (TBAF). The solvent is C1CCOC1 (THF). Conditions: temperature 0 celsius, time 1 hour. The product is C(C=C)ON1C2C(=C[C@H](N(C1=O)C2)CO)COC ((S)-6-(allyloxy)-2-(hydroxymethyl)-4-(methoxymethyl)-1,6-diazabicyclo[3.2.1]oct-3-en-7-one). As a reaction SMILES: [CH2:1]([O:4][N:5]1[C:11](=[O:12])[N:10]2[CH2:13][CH:6]1[C:7]([CH2:23][O:24][CH3:25])=[CH:8][C@H:9]2[CH2:14][O:15][Si](C(C)(C)C)(C)C)[CH:2]=[CH2:3].CCCC[N+](CCCC)(CCCC)CCCC.[F-]>C1COCC1>[CH2:1]([O:4][N:5]1[C:11](=[O:12])[N:10]2[CH2:13][CH:6]1[C:7]([CH2:23][O:24][CH3:25])=[CH:8][C@H:9]2[CH2:14][OH:15])[CH:2]=[CH2:3] |f:1.2|. Reported procedure: To a stirred solution of Intermediate 122 (1.7 g, 4.61 mmol) in THF (40 mL), TBAF (6.92 mL, 6.92 mmol) was added at 0° C. The reaction mixture was stirred at 0° C. for 1 hr. LCMS indicated the disappearance of starting material and formation of the desired product. The mixture was concentrated and purified by silica gel column (40 g, 50-100% Hex/EA) to give the title compound (1.050 g, 90%) as a white solid.